describe an organic reaction: reactants, conditions, products, and yield From a dataset of the Open Reaction Database (ORD), a public repository of structured organic reaction records. Starting materials: C(C)(C)(C)C1=C(C(=CC(=C1)N=O)C(C)(C)C)O (2,6-di-tert-butyl-4-nitrosophenol). The reagents and catalysts are [Pd] (Pd). Solvent: C1(=CC=CC=C1)C (toluene). Yields the product C(C)(C)(C)C1=C(C(=CC(=C1)N)C(C)(C)C)O (2,6-di-tert-butyl-4-aminophenol). Reaction SMILES: [C:1]([C:5]1[CH:10]=[C:9]([N:11]=O)[CH:8]=[C:7]([C:13]([CH3:16])([CH3:15])[CH3:14])[C:6]=1[OH:17])([CH3:4])([CH3:3])[CH3:2]>[Pd].C1(C)C=CC=CC=1>[C:1]([C:5]1[CH:10]=[C:9]([NH2:11])[CH:8]=[C:7]([C:13]([CH3:16])([CH3:15])[CH3:14])[C:6]=1[OH:17])([CH3:4])([CH3:3])[CH3:2]. Procedure: A 2 liter Parr bomb was charged with 23.50 g (0.1 mole) 2,6-di-tert-butyl-4-nitrosophenol, 1.0 g of 5% Pd on C catalyst and 600 ml toluene. After purging the assembled bomb with nitrogen, it was pressurized to 50 psi with hydrogen. The mixture was stirred vigorously and uptake of hydrogen was noted. The hydrogenation step producing 2,6-di-tert-butyl-4-aminophenol was completed within 15 minutes. A temperature rise from 23° C. to 25° C. was observed during the hydrogenation. The mixture was allow... Starting materials: O=C1N(C(C2=CC=CC=C12)=O)C(CCC(=O)O)(F)C(=O)OCC (4-(1,3-dioxoisoindolin-2-yl)-4-(ethoxycarbonyl)-4-fluorobutanoic acid), C(=O)(C=1NC=CN1)C=1NC=CN1 (carbonyl diimidazole), CN(C)C1=NC=CC=N1 (dimethylaminopyrimidine). Solvent: O1CCCC1 (tetrahydrofuran). Conditions: time 10 minute. The product is O=C1N(C(C2=CC=CC=C12)=O)C1(C(NC(CC1)=O)=O)F (1,3-dioxo-2-(2,6-dioxo-3-fluoropiperidin-3-yl)isoindoline). RXN SMILES: [O:1]=[C:2]1[C:10]2[C:5](=[CH:6][CH:7]=[CH:8][CH:9]=2)[C:4](=[O:11])[N:3]1[C:12]([C:19]([O:21]CC)=O)([F:18])[CH2:13][CH2:14][C:15](O)=[O:16].C(C1NC=CN=1)(C1[NH:27]C=CN=1)=O.CN(C1N=CC=CN=1)C>O1CCCC1>[O:1]=[C:2]1[C:10]2[C:5](=[CH:6][CH:7]=[CH:8][CH:9]=2)[C:4](=[O:11])[N:3]1[C:12]1([F:18])[CH2:13][CH2:14][C:15](=[O:16])[NH:27][C:19]1=[O:21]. Procedure details: A mixture of 4-(1,3-dioxoisoindolin-2-yl)-4-(ethoxycarbonyl)-4-fluorobutanoic acid (0.9 g, 2.8 mmol), carbonyl diimidazole (0.46 g, 2.8 mmol) and dimethylaminopyrimidine (0.68 g, 5.6 mmol) in tetrahydrofuran (30 mL) is heated at reflux for 18 hours. The solvent is removed in vacuo and the residue is stirred with methylene chloride (50 mL) for 10 minutes. The organic layer is washed with water and brine (40 mL each) and dried over sodium sulfate. The solvent is removed in vacuo to give 1,3-dioxo-... Yield: 123.2%. Solvent: C(C)O (ethanol). Procedure details: A solution of 1-methyl-3-[1-(toluene-4-sulfonyl)-1H-pyrrolo[2,3-b]pyridin-2-yl]-1H-indole-5-carbonitrile [2.11 g, Reference Example 13(c)] in ethanol (150 mL) at ambient temperature was treated with hydroxylamine hydrochloride (1.72 g) and potassium carbonate (3.43 g). The reaction mixture was heated at reflux under nitrogen for 15 hours then filtered. The filtrate was evaporated to give the title compound (2.8 g) as a dark green solid. MS: 460 (MH+). HPLC (METHOD A): RT=6.19 minutes. Starting materials: CN1C=C(C2=CC(=CC=C12)C#N)C1=CC=2C(=NC=CC2)N1S(=O)(=O)C1=CC=C(C=C1)C (1-methyl-3-[1-(toluene-4-sulfonyl)-1H-pyrrolo[2,3-b]pyridin-2-yl]-1H-indole-5-carbonitrile), Cl.NO (hydroxylamine hydrochloride), C([O-])([O-])=O.[K+].[K+] (potassium carbonate). RXN SMILES: [CH3:1][N:2]1[C:10]2[C:5](=[CH:6][C:7]([C:11]#[N:12])=[CH:8][CH:9]=2)[C:4]([C:13]2[N:21]([S:22]([C:25]3[CH:30]=[CH:29][C:28]([CH3:31])=[CH:27][CH:26]=3)(=[O:24])=[O:23])[C:16]3=[N:17][CH:18]=[CH:19][CH:20]=[C:15]3[CH:14]=2)=[CH:3]1.Cl.[NH2:33][OH:34].C(=O)([O-])[O-].[K+].[K+]>C(O)C>[OH:34][NH:33][C:11]([C:7]1[CH:6]=[C:5]2[C:10](=[CH:9][CH:8]=1)[N:2]([CH3:1])[CH:3]=[C:4]2[C:13]1[N:21]([S:22]([C:25]2[CH:26]=[CH:27][C:28]([CH3:31])=[CH:29][CH:30]=2)(=[O:24])=[O:23])[C:16]2=[N:17][CH:18]=[CH:19][CH:20]=[C:15]2[CH:14]=1)=[NH:12] |f:1.2,3.4.5|. Product: ONC(=N)C=1C=C2C(=CN(C2=CC1)C)C1=CC=2C(=NC=CC2)N1S(=O)(=O)C1=CC=C(C=C1)C (N-Hydroxy-1-methyl-3-[1-(toluene-4-sulfonyl)-1H-pyrrolo[2,3-b]pyridin-2-yl]-1H-indole-5-carboxamidine). Reactants: [N+](=O)([O-])C (nitromethane), C[O-].[Na+] (sodium methylate), C(CCC)O (n-butanol), O=C[C@H](O)[C@@H](O)[C@H](O)[C@H](O)CO (D-glucose). Run in CO (methanol), CS(=O)C (dimethyl sulphoxide), CO (methanol). Product: [C@@H]1([C@H](O)[C@@H](O)[C@H](O)[C@H](O1)CO)C[N+](=O)[O-] (β-D-glucopyranosyl nitromethane). RXN SMILES: O=[CH:2][C@@H:3]([C@H:5]([C@@H:7]([C@@H:9]([CH2:11][OH:12])[OH:10])[OH:8])[OH:6])[OH:4].[N+:13]([CH3:16])([O-:15])=[O:14].C[O-].[Na+].C(O)CCC>CS(C)=O.CO>[C@@H:2]1([CH2:16][N+:13]([O-:15])=[O:14])[O:10][C@H:9]([CH2:11][OH:12])[C@@H:7]([OH:8])[C@H:5]([OH:6])[C@H:3]1[OH:4] |f:2.3|. Procedure: 50 g of moisture-free D-glucose are dissolved in 200 ml dimethyl sulphoxide and 100 ml methanol. 100 ml nitromethane and a suspension of 30 g sodium methylate in 320 ml methanol are added to the latter and stirring takes place for 24 hours at room temperature. 250 ml n-butanol are added to the reaction mixture and stirred for 1 hour at 0° C. The latter is then filtered and the residue washed with 100 ml isopropanol and 100 ml diethyl ether. After drying, 71 g of a bright yellow powder are obtain... The reactants are CC(C)CNC(C)C, Cc1ccccc1, CCN(C(C)C)C(C)C, O=C(Cl)OCCl, Cl. Product: CC(C)CN(C(=O)OCCl)C(C)C. As a reaction SMILES: [CH2:16]([CH:17]([CH3:18])[CH3:19])[NH:20][CH:21]([CH3:22])[CH3:23].[CH3:25][c:26]1[cH:27][cH:28][cH:29][cH:30][cH:31]1.[CH:1]([N:2]([CH2:3][CH3:4])[CH:5]([CH3:6])[CH3:7])([CH3:8])[CH3:9].[Cl:10][C:11](=[O:12])[O:13][CH2:14][Cl:15].[ClH:24]>>[C:11](=[O:12])([O:13][CH2:14][Cl:15])[N:20]([CH2:16][CH:17]([CH3:18])[CH3:19])[CH:21]([CH3:22])[CH3:23].